This data is from the Open Reaction Database (ORD), a public repository of structured organic reaction records. The task is: describe an organic reaction: reactants, conditions, products, and yield Reactants: FC=1C=C2CCN(C2=CC1C1=CN(C2=NC=CC(=C21)NS(=O)(=O)C2CCN(CC2)C(=O)OC(C)(C)C)C(C)C)C (tert-butyl 4-(N-(3-(5-fluoro-1-methylindolin-6-yl)-1-isopropyl-1H-pyrrolo[2,3-b]pyridin-4-yl)sulfamoyl)piperidine-1-carboxylate), Cl (HCl), O1CCOCC1 (1,4-dioxane). The solvent is C(Cl)Cl (DCM). Conditions: time 8 hour. Yields the product Cl.FC=1C=C2CCN(C2=CC1C1=CN(C2=NC=CC(=C21)NS(=O)(=O)C2CCNCC2)C(C)C)C (N-(3-(5-fluoro-1-methylindolin-6-yl)-1-isopropyl-1H-pyrrolo[2,3-b]pyridin-4-yl)piperidine-4-sulfonamide, hydrochloride). Reaction SMILES: [F:1][C:2]1[CH:3]=[C:4]2[C:8](=[CH:9][C:10]=1[C:11]1[C:19]3[C:14](=[N:15][CH:16]=[CH:17][C:18]=3[NH:20][S:21]([CH:24]3[CH2:29][CH2:28][N:27](C(OC(C)(C)C)=O)[CH2:26][CH2:25]3)(=[O:23])=[O:22])[N:13]([CH:37]([CH3:39])[CH3:38])[CH:12]=1)[N:7]([CH3:40])[CH2:6][CH2:5]2.[ClH:41].O1CCOCC1>C(Cl)Cl>[ClH:41].[F:1][C:2]1[CH:3]=[C:4]2[C:8](=[CH:9][C:10]=1[C:11]1[C:19]3[C:14](=[N:15][CH:16]=[CH:17][C:18]=3[NH:20][S:21]([CH:24]3[CH2:29][CH2:28][NH:27][CH2:26][CH2:25]3)(=[O:23])=[O:22])[N:13]([CH:37]([CH3:38])[CH3:39])[CH:12]=1)[N:7]([CH3:40])[CH2:6][CH2:5]2 |f:4.5|. Reported procedure: To a stirred solution of tert-butyl 4-(N-(3-(5-fluoro-1-methylindolin-6-yl)-1-isopropyl-1H-pyrrolo[2,3-b]pyridin-4-yl)sulfamoyl)piperidine-1-carboxylate (D38) (442 mg, 0.773 mmol) in DCM (5 mL) at RT was added 4M HCl in 1,4-dioxane (1.933 mL, 7.73 mmol). The reaction mixture stirred at RT overnight. The reaction mixture was concentrated in vacuo to afford the title compound (500 mg). The material was used in next step without further purification. LCMS (A): m/z [(M−HCl)+H]+ 472, C24H30FN5O2S.HCl... The reactants are O (water), NC1=C(C(=CC(=C1[N+](=O)[O-])F)Br)O (2-Amino-6-bromo-4-fluoro-3-nitrophenol), C([O-])([O-])=O.[K+].[K+] (potassium carbonate), Br.BrCC(=O)C=1C=NC=CC1 (2-bromo-1-pyridin-3-ylethanone hydrobromide). The solvent is CC(=O)C (acetone). Conditions: time 5 minute. Product: BrC1=CC(=C(C=2NC(COC21)(O)C=2C=NC=CC2)[N+](=O)[O-])F (8-Bromo-6-fluoro-5-nitro-3-pyridin-3-yl-3,4-dihydro-2H-1,4-benzoxazin-3-ol). RXN SMILES: [NH2:1][C:2]1[C:7]([N+:8]([O-:10])=[O:9])=[C:6]([F:11])[CH:5]=[C:4]([Br:12])[C:3]=1[OH:13].C(=O)([O-])[O-].[K+].[K+].Br.Br[CH2:22][C:23]([C:25]1[CH:26]=[N:27][CH:28]=[CH:29][CH:30]=1)=[O:24].O>CC(C)=O>[Br:12][C:4]1[C:3]2[O:13][CH2:22][C:23]([C:25]3[CH:26]=[N:27][CH:28]=[CH:29][CH:30]=3)([OH:24])[NH:1][C:2]=2[C:7]([N+:8]([O-:10])=[O:9])=[C:6]([F:11])[CH:5]=1 |f:1.2.3,4.5|. Procedure details: 2-Amino-6-bromo-4-fluoro-3-nitrophenol (500 mg, 1.9 mmol) and potassium carbonate (780 mg, 5.7 mmol) were stirred in acetone (8 mL) for 5 minutes and 2-bromo-1-pyridin-3-ylethanone hydrobromide (530 mg, 1.9 mmol) was added as a solid over 5 minutes. The mixture was stirred at rt for 5 minutes and poured into water. The mixture was extracted with ethyl acetate. The extracts were washed with brine, dried over sodium sulfate, filtered and evaporated. Purification on silica gel using ethyl acetate i... The reactants are C(C)OC1=C(C=C(CC(C(=O)OC)C(=O)OC)C=C1)CO (dimethyl 2-[4-ethoxy-3-(hydroxymethyl)benzyl]-malonate), ClC1=CC=C(C=C1)N=C=O (4-chlorophenylisocyanate). Yields the product ClC1=CC=C(NC(=O)OCC=2C=C(CC(C(=O)OC)C(=O)OC)C=CC2OCC)C=C1 (Dimethyl 2-[3-({[(4-chloroanilino)carbonyl]-oxy}methyl)-4-ethoxybenzyl]malonate). Reaction SMILES: [CH2:1]([O:3][C:4]1[CH:19]=[CH:18][C:7]([CH2:8][CH:9]([C:14]([O:16][CH3:17])=[O:15])[C:10]([O:12][CH3:13])=[O:11])=[CH:6][C:5]=1[CH2:20][OH:21])[CH3:2].[Cl:22][C:23]1[CH:28]=[CH:27][C:26]([N:29]=[C:30]=[O:31])=[CH:25][CH:24]=1>>[Cl:22][C:23]1[CH:28]=[CH:27][C:26]([NH:29][C:30]([O:21][CH2:20][C:5]2[CH:6]=[C:7]([CH:18]=[CH:19][C:4]=2[O:3][CH2:1][CH3:2])[CH2:8][CH:9]([C:14]([O:16][CH3:17])=[O:15])[C:10]([O:12][CH3:13])=[O:11])=[O:31])=[CH:25][CH:24]=1. Reported procedure: Using dimethyl 2-[4-ethoxy-3-(hydroxymethyl)benzyl]-malonate and 4-chlorophenylisocyanate, the title compound was obtained in the same manner as described in Example 192b). Starting materials: C(C1=CC=CC=C1)N1C[C@H](CC1)OC(CCCCC)=O ((S)-N-benzyl-3-hexanoyloxypyrrolidine). Run in CO (MeOH). The product is C(C1=CC=CC=C1)N1C[C@H](CC1)O ((S)-N-benzyl-3-hydroxypyrrolidine). RXN SMILES: [CH2:1]([N:8]1[CH2:12][CH2:11][C@H:10]([O:13]C(=O)CCCCC)[CH2:9]1)[C:2]1[CH:7]=[CH:6][CH:5]=[CH:4][CH:3]=1>CO>[CH2:1]([N:8]1[CH2:12][CH2:11][C@H:10]([OH:13])[CH2:9]1)[C:2]1[CH:3]=[CH:4][CH:5]=[CH:6][CH:7]=1. Procedure details: After removal of hexane from the eluate containing (S)-N-benzyl-3-hydroxypyrrolidine under reduced pressure, vacuum distillation of the residue (bp. 160° C./3 mm Hg) yielded 2.21 g of (S)-N-benzyl-3-hexanoyloxypyrrolidine in colorless oily form. The specific rotation of this product was [a]D20 -15.3° (c=5, MeOH). This (S)-N-benzyl-3-hexanoyloxypyrrolidine was further hydrolyzed under alkaline conditions to produce the corresponding (S)-N-benzyl-3-hydroxypyrrolidine. After tosylation, the optical... Reactants: [BH4-], O=C(c1ccccc1)c1cc2c3ccccc3[nH]c(=O)n2n1, CCO, Cl, [Na+], O. Yields the product O=c1[nH]c2ccccc2c2cc(C(O)c3ccccc3)nn12. RXN SMILES: [BH4-:23].[C:1]([c:2]1[cH:3][cH:4][cH:5][cH:6][cH:7]1)(=[O:8])[c:9]1[n:10][n:11]2[c:12](=[O:22])[nH:13][c:14]3[cH:15][cH:16][cH:17][cH:18][c:19]3[c:20]2[cH:21]1.[CH3:26][CH2:27][OH:28].[ClH:25].[Na+:24].[OH2:29]>>[CH:1]([c:2]1[cH:3][cH:4][cH:5][cH:6][cH:7]1)([OH:8])[c:9]1[n:10][n:11]2[c:12](=[O:22])[nH:13][c:14]3[cH:15][cH:16][cH:17][cH:18][c:19]3[c:20]2[cH:21]1. The reactants are [BH4-], CC(=O)CCN1CCN(c2ccccc2C2CC(C)(C)CC(C)(C)C2)CC1, CO, [Cl-], [NH4+], [Na+]. Yields the product CC(O)CCN1CCN(c2ccccc2C2CC(C)(C)CC(C)(C)C2)CC1, Cl. As a reaction SMILES: [BH4-:28].[CH3:1][C:2]1([CH3:27])[CH2:3][CH:4]([c:10]2[c:11]([N:16]3[CH2:17][CH2:18][N:19]([CH2:22][CH2:23][C:24]([CH3:25])=[O:26])[CH2:20][CH2:21]3)[cH:12][cH:13][cH:14][cH:15]2)[CH2:5][C:6]([CH3:8])([CH3:9])[CH2:7]1.[CH3:32][OH:33].[Cl-:30].[NH4+:31].[Na+:29]>>[CH3:1][C:2]1([CH3:27])[CH2:3][CH:4]([c:10]2[c:11]([N:16]3[CH2:17][CH2:18][N:19]([CH2:22][CH2:23][CH:24]([CH3:25])[OH:26])[CH2:20][CH2:21]3)[cH:12][cH:13][cH:14][cH:15]2)[CH2:5][C:6]([CH3:8])([CH3:9])[CH2:7]1.[ClH:30]. The reactants are O=C([O-])[O-], Cc1ccc(N2CCC(C)(C)c3ccc(C#C[Si](C)(C)C)cc32)cc1, CO, [K+], [K+], C1CCOC1. The product is C#Cc1ccc2c(c1)N(c1ccc(C)cc1)CCC2(C)C. Reaction SMILES: [C:26](=[O:27])([O-:28])[O-:29].[CH3:1][C:2]1([CH3:25])[CH2:3][CH2:4][N:5]([c:18]2[cH:19][cH:20][c:21]([CH3:24])[cH:22][cH:23]2)[c:6]2[cH:7][c:8]([C:12]#[C:13][Si:14]([CH3:15])([CH3:16])[CH3:17])[cH:9][cH:10][c:11]21.[CH3:32][OH:33].[K+:30].[K+:31].[O:34]1[CH2:35][CH2:36][CH2:37][CH2:38]1>>[CH3:1][C:2]1([CH3:25])[CH2:3][CH2:4][N:5]([c:18]2[cH:19][cH:20][c:21]([CH3:24])[cH:22][cH:23]2)[c:6]2[cH:7][c:8]([C:12]#[CH:13])[cH:9][cH:10][c:11]21.